This data is from the Open Reaction Database (ORD), a public repository of structured organic reaction records. The task is: describe an organic reaction: reactants, conditions, products, and yield The reactants are carbonyl, raw material, C(C1=CC=CC=C1)=O (benzaldehyde), Cl (hydrochloric acid), Br[Zn]CC(=O)OCC (BrZnCH2COOEt), C(C)(=O)OCC (ethyl acetate). The solvent is C1CCOC1 (THF), C1CCOC1 (THF), C1CCOC1 (THF). Yields the product OC(CC(=O)OCC)C1=CC=CC=C1 (ethyl 3-hydroxy-3-phenylpropanoate). Isolated yield 91.0%. As a reaction SMILES: Br[Zn][CH2:3][C:4]([O:6][CH2:7][CH3:8])=[O:5].[CH:9](=[O:16])[C:10]1[CH:15]=[CH:14][CH:13]=[CH:12][CH:11]=1.Cl.C(OCC)(=O)C>C1COCC1>[OH:16][CH:9]([C:10]1[CH:15]=[CH:14][CH:13]=[CH:12][CH:11]=1)[CH2:3][C:4]([O:6][CH2:7][CH3:8])=[O:5]. Procedure details: Under nitrogen atmosphere, 30 mL of THF was added to 3.96 g (6.50 mmol, 0.65 equivalent (equivalent relative to a carbonyl compound as a starting raw material; the same, hereinafter)) of (BrZnCH2COOEt.THF)2. Under argon atmosphere, a solution of 1.06 g (10 mmol) of benzaldehyde in 5 mL of THF was added dropwise while stirring at 0˜5° C. The mixture was stirred at 0˜5° C. for 3 hours. 25 mL of 1N hydrochloric acid was added dropwise at 20° C. or lower, followed by dilution with 50 mL of ethyl ace... Run in CN(C=O)C (dimethylformamide). RXN SMILES: [C:1]1(=[O:11])[NH:5][C:4](=[O:6])[C:3]2=[CH:7][CH:8]=[CH:9][CH:10]=[C:2]12.[K].[C:13]1([C:47]2[CH:52]=[CH:51][CH:50]=[CH:49][CH:48]=2)[CH:18]=[CH:17][C:16]([CH2:19][CH2:20][CH:21]([O:37]CC2C=CC(OC)=CC=2)[CH:22]([CH2:30][CH2:31]OS(C)(=O)=O)[C:23]([O:25]C(C)(C)C)=[O:24])=[CH:15][CH:14]=1>CN(C)C=O>[C:13]1([C:47]2[CH:48]=[CH:49][CH:50]=[CH:51][CH:52]=2)[CH:14]=[CH:15][C:16]([CH2:19][CH2:20][CH:21]([OH:37])[CH:22]([CH2:30][CH2:31][N:5]2[C:1](=[O:11])[C:2]3[C:3](=[CH:7][CH:8]=[CH:9][CH:10]=3)[C:4]2=[O:6])[C:23]([OH:25])=[O:24])=[CH:17][CH:18]=1 |f:0.1,^1:11|. The product is C1(=CC=C(C=C1)CCC(C(C(=O)O)CCN1C(C2=CC=CC=C2C1=O)=O)O)C1=CC=CC=C1 (5-Biphenyl-4-yl-2-[2-(1,3-dioxo-1,3-dihydro-2H-isoindol-2-yl)ethyl]-3-hydroxypentanoic acid). Conditions: temperature 80 celsius, time 1 hour. The yield is 27.1%. Reactants: C1(C=2C(C(N1)=O)=CC=CC2)=O.[K] (Potassium phthalimide), C1(=CC=C(C=C1)CCC(C(C(=O)OC(C)(C)C)CCOS(=O)(=O)C)OCC1=CC=C(C=C1)OC)C1=CC=CC=C1 (1,1-dimethylethyl 5-(4-biphenylyl)-3-({[4-(methyloxy)phenyl]methyl}oxy)-2-{2-[(methylsulfonyl) oxy]ethyl}pentanoate). Reported procedure: Potassium phthalimide (8.8 mg, 60 μmol) was added in one portion to a stirred solution of 1,1-dimethylethyl 5-(4-biphenylyl)-3-({[4-(methyloxy)phenyl]methyl}oxy)-2-{2-[(methylsulfonyl) oxy]ethyl}pentanoate (28.4 mg, 50 μmol) in dimethylformamide (0.5 mL) under nitrogen at room temperature. The resulting solution was heated at 80° C. for 1 h 45 min then cooled to room temperature. The volatiles were evaporated and the residue taken up in dichloromethane (0.5 mL). Trifloroacetic acid (0.5 mL) was ... The reactants are C(C)OC(CCCCCCN(C1=NC=C(C=C1)OS(=O)(=O)C(F)(F)F)C1=NC=CC=C1)=O (7-[Pyridin-2-yl-(5-trifluoromethanesulfonyloxy-pyridin-2-yl)-amino]-heptanoic acid ethyl ester), FC1=CC=C(C=C1)B(O)O (4-fluorophenylboronic acid), C([O-])([O-])=O.[K+].[K+] (potassium carbonate), O (water). The reagents and catalysts are C=1C=CC(=CC1)[P](C=2C=CC=CC2)(C=3C=CC=CC3)[Pd]([P](C=4C=CC=CC4)(C=5C=CC=CC5)C=6C=CC=CC6)([P](C=7C=CC=CC7)(C=8C=CC=CC8)C=9C=CC=CC9)[P](C=1C=CC=CC1)(C=1C=CC=CC1)C=1C=CC=CC1 (Pd(PPh3)4). The solvent is C1(=CC=CC=C1)C (toluene). The product is C(C)OC(CCCCCCN(C1=NC=CC=C1)C1=NC=C(C=C1)C1=CC=C(C=C1)F)=O (7-{[5-(4-Fluoro-phenyl)-pyridin-2-yl]-pyridin-2-yl-amino}-heptanoic acid ethyl ester). Yield: 22.0%. RXN SMILES: [CH2:1]([O:3][C:4](=[O:32])[CH2:5][CH2:6][CH2:7][CH2:8][CH2:9][CH2:10][N:11]([C:26]1[CH:31]=[CH:30][CH:29]=[CH:28][N:27]=1)[C:12]1[CH:17]=[CH:16][C:15](OS(C(F)(F)F)(=O)=O)=[CH:14][N:13]=1)[CH3:2].[F:33][C:34]1[CH:39]=[CH:38][C:37](B(O)O)=[CH:36][CH:35]=1.C(=O)([O-])[O-].[K+].[K+].O>C1(C)C=CC=CC=1.C1C=CC([P]([Pd]([P](C2C=CC=CC=2)(C2C=CC=CC=2)C2C=CC=CC=2)([P](C2C=CC=CC=2)(C2C=CC=CC=2)C2C=CC=CC=2)[P](C2C=CC=CC=2)(C2C=CC=CC=2)C2C=CC=CC=2)(C2C=CC=CC=2)C2C=CC=CC=2)=CC=1>[CH2:1]([O:3][C:4](=[O:32])[CH2:5][CH2:6][CH2:7][CH2:8][CH2:9][CH2:10][N:11]([C:12]1[CH:17]=[CH:16][C:15]([C:37]2[CH:38]=[CH:39][C:34]([F:33])=[CH:35][CH:36]=2)=[CH:14][N:13]=1)[C:26]1[CH:31]=[CH:30][CH:29]=[CH:28][N:27]=1)[CH3:2] |f:2.3.4,^1:60,62,81,100|. Procedure: Compound I (13 mg, 0.027 mmol, preparation of which is outlined above in Example 12), Pd(PPh3)4 (3.5 mg, 0.003 mmol), 4-fluorophenylboronic acid (7.6 mg, 0.055 mmol) and potassium carbonate (15 mg, 0.108 mmol) were stirred in toluene (1.5 mL) and water (0.7 mL) at 120° C. under microwave irradiation (300 W) for 20 min. The reaction mixture was then poured onto brine (5 mL) and extracted with EtOAc (3×5 mL). The organic phases were combined then dried over MgSO4, filtered, and subsequently evapor... As a reaction SMILES: [CH3:18][CH2:19][O:20][C:21](=[O:22])[CH3:23].[Cl:1][c:2]1[c:3]([N+:15]([O-:16])=[O:17])[cH:4][cH:5][c:6]([CH2:8][c:9]2[cH:10][cH:11][cH:12][cH:13][cH:14]2)[cH:7]1>>[Cl:1][c:2]1[c:3]([NH2:15])[cH:4][cH:5][c:6]([CH2:8][c:9]2[cH:10][cH:11][cH:12][cH:13][cH:14]2)[cH:7]1. Reactants: CCOC(C)=O, O=[N+]([O-])c1ccc(Cc2ccccc2)cc1Cl. The product is Nc1ccc(Cc2ccccc2)cc1Cl. RXN SMILES: [CH2:1]([NH:3][C:4]1[N:9]=[C:8]([O:10]C)[C:7]([C:12]2[CH:17]=[CH:16][C:15]([O:18][C:19]3[CH:24]=[CH:23][N:22]=[C:21]([C:25]4[CH:26]=[N:27][C:28]([CH3:31])=[CH:29][CH:30]=4)[CH:20]=3)=[C:14]([CH3:32])[N:13]=2)=[CH:6][N:5]=1)[CH3:2].Br>>[CH2:1]([NH:3][C:4]1[NH:9][C:8](=[O:10])[C:7]([C:12]2[CH:17]=[CH:16][C:15]([O:18][C:19]3[CH:24]=[CH:23][N:22]=[C:21]([C:25]4[CH:26]=[N:27][C:28]([CH3:31])=[CH:29][CH:30]=4)[CH:20]=3)=[C:14]([CH3:32])[N:13]=2)=[CH:6][N:5]=1)[CH3:2]. The yield is 72.4%. Starting materials: C(C)NC1=NC=C(C(=N1)OC)C1=NC(=C(C=C1)OC1=CC(=NC=C1)C=1C=NC(=CC1)C)C (N-ethyl-4-methoxy-5-(6-methyl-5-((6′-methyl-[2,3′-bipyridin]-4-yl)oxy)pyridin-2-yl)pyrimidin-2-amine), Br (HBr). Procedure details: Using the procedure of Example 1, N-ethyl-4-methoxy-5-(6-methyl-5-((6′-methyl-[2,3′-bipyridin]-4-yl)oxy)pyridin-2-yl)pyrimidin-2-amine (0.13 g, 0.3 mmol) and 48% HBr (0.66 mL, 12 mmol) were combined to afford 2-(ethylamino)-5-(6-methyl-5-((6′-methyl-[2,3′-bipyridin]-4-yl)oxy)pyridin-2-yl)pyrimidin-4(3H)-one as a white solid (0.09 g, 73%). 1H NMR (400 MHz, DMSO-d6): δ 11.08 (s, 1H), 9.10 (s, 1H), 8.68 (s, 1H), 8.53 (d, J=5.7 Hz, 1H), 8.28 (d, J=8.3 Hz, 2H), 7.62 (s, 1H), 7.54 (d, J=8.7 Hz, 1H), 7... Product: C(C)NC1=NC=C(C(N1)=O)C1=NC(=C(C=C1)OC1=CC(=NC=C1)C=1C=NC(=CC1)C)C (2-(ethylamino)-5-(6-methyl-5-((6′-methyl-[2,3′-bipyridin]-4-yl)oxy)pyridin-2-yl)pyrimidin-4(3H)-one). Yields the product CCCOc1ccc(C=CCCCC(=O)O)cc1. Reaction SMILES: [Br-:1].[C:2](=[O:3])([OH:4])[CH2:5][CH2:6][CH2:7][CH2:8][P+:9]([c:10]1[cH:11][cH:12][cH:13][cH:14][cH:15]1)([c:16]1[cH:17][cH:18][cH:19][cH:20][cH:21]1)[c:22]1[cH:23][cH:24][cH:25][cH:26][cH:27]1.[CH2:28]([CH2:29][CH3:30])[O:31][c:32]1[cH:33][cH:34][c:35]([CH:36]=[O:37])[cH:38][cH:39]1.[CH2:40]1[O:41][CH2:42][CH2:43][CH2:44]1>>[C:2](=[O:3])([OH:4])[CH2:5][CH2:6][CH2:7][CH:8]=[CH:36][c:35]1[cH:34][cH:33][c:32]([O:31][CH2:28][CH2:29][CH3:30])[cH:39][cH:38]1. Starting materials: [Br-], O=C(O)CCCC[P+](c1ccccc1)(c1ccccc1)c1ccccc1, CCCOc1ccc(C=O)cc1, C1CCOC1.